From a dataset of the Open Reaction Database (ORD), a public repository of structured organic reaction records. describe an organic reaction: reactants, conditions, products, and yield Procedure details: To a mixture of 2,6-dichloronicotinic acid (0.58 g) and 2-fluoro-5-(2,3-difluoro-6-methoxybenzyloxy)-4-methoxyaniline hydrochloride (0.7 g) in 1-methyl-2-pyrrolidone (4 mL) was added sodium hydride (55%, 0.35 g), and the mixture was stirred at 120° C. overnight. The reaction mixture was poured into 1 mol/L hydrochloric acid, and the resulting mixture was extracted with ethyl acetate. The extract was washed with water and brine, and dried over anhydrous sodium sulfate, and the solvent was removed... The reactants are Cl (hydrochloric acid), ClC1=C(C(=O)O)C=CC(=N1)Cl (2,6-dichloronicotinic acid), Cl.FC1=C(N)C=C(C(=C1)OC)OCC1=C(C(=CC=C1OC)F)F (2-fluoro-5-(2,3-difluoro-6-methoxybenzyloxy)-4-methoxyaniline hydrochloride), CN1C(CCC1)=O (1-methyl-2-pyrrolidone), [H-].[Na+] (sodium hydride). Reaction conditions: temperature 120 celsius, time 8 hour. As a reaction SMILES: Cl[C:2]1[N:10]=[C:9]([Cl:11])[CH:8]=[CH:7][C:3]=1C(O)=O.Cl.[F:13][C:14]1[CH:20]=[C:19]([O:21][CH3:22])[C:18]([O:23][CH2:24][C:25]2[C:30]([O:31][CH3:32])=[CH:29][CH:28]=[C:27]([F:33])[C:26]=2[F:34])=[CH:17][C:15]=1[NH2:16].[H-].[Na+].Cl.C[N:39]1CCC[C:40]1=[O:44]>>[Cl:11][C:9]1[N:10]=[C:2]2[N:16]([C:15]3[CH:17]=[C:18]([O:23][CH2:24][C:25]4[C:30]([O:31][CH3:32])=[CH:29][CH:28]=[C:27]([F:33])[C:26]=4[F:34])[C:19]([O:21][CH3:22])=[CH:20][C:14]=3[F:13])[C:40](=[O:44])[NH:39][C:3]2=[CH:7][CH:8]=1 |f:1.2,3.4|. Product: ClC1=CC=C2C(=N1)N(C(N2)=O)C2=C(C=C(C(=C2)OCC2=C(C(=CC=C2OC)F)F)OC)F (5-Chloro-3-[2-fluoro-5-(2,3-difluoro-6-methoxybenzyloxy)-4-methoxyphenyl]-1,3-dihydro-2H-imidazo[4,5-b]pyridin-2-one). Starting materials: [N+](=O)([O-])C=1C(=C(C#N)C=CC1F)F (3-nitro-2,4-difluoro-benzonitrile), Cl (HCl). The reagents and catalysts are [Pd] (Pd/C). Run in CO (MeOH). Conditions: time 8 hour. The product is NCC=1C(=C(N)C(=CC1)F)F (3-Aminomethyl-2,6-difluoro-aniline), Cl (HCl). As a reaction SMILES: [N+:1]([C:4]1[C:5]([F:13])=[C:6]([CH:9]=[CH:10][C:11]=1[F:12])[C:7]#[N:8])([O-])=O.[ClH:14]>[Pd].CO>[NH2:8][CH2:7][C:6]1[C:5]([F:13])=[C:4]([C:11]([F:12])=[CH:10][CH:9]=1)[NH2:1].[ClH:14]. Procedure details: A mixture of 3-nitro-2,4-difluoro-benzonitrile (500 mg, 2.72 mmol), Pd/C (200 mg), conc. HCl (1.50 mL, 18.0 mmol) and MeOH (25 mL) is stirred at rt overnight under a hydrogen atmosphere (3.2 bar). The catalyst is removed by filtration, the filtrate is concentrated and evaporated twice from EtOH to give the sub-title compound as HCl salt. Starting materials: CO, CC(C)(C)OC(=O)NC1CCC(c2cccc(F)c2F)CNC1=S, NN, O. Product: CC(C)(C)OC(=O)NC1CCC(c2cccc(F)c2F)CNC1=NN. Reaction SMILES: [CH3:28][OH:29].[F:4][c:5]1[c:6]([CH:12]2[CH2:13][CH2:14][CH:15]([NH:20][C:21]([O:22][C:23]([CH3:24])([CH3:25])[CH3:26])=[O:27])[C:16](=[S:19])[NH:17][CH2:18]2)[cH:7][cH:8][cH:9][c:10]1[F:11].[NH2:2][NH2:3].[OH2:1]>>[N:2]([NH2:3])=[C:16]1[CH:15]([NH:20][C:21]([O:22][C:23]([CH3:24])([CH3:25])[CH3:26])=[O:27])[CH2:14][CH2:13][CH:12]([c:6]2[c:5]([F:4])[c:10]([F:11])[cH:9][cH:8][cH:7]2)[CH2:18][NH:17]1. Reactants: Cl.C(C)(C)(C)NCC(=O)C1=CC(=C(C=C1)OC(C(CCC)(C)C)=O)OC(C(CCC)(C)C)=O (3,4-bis(2,2-dimethylpentanoyloxy)phenyl tert-butylaminomethyl ketone hydrochloride). The reagents and catalysts are [Pd] (palladium-on-charcoal). Solvent: C(C)O (ethyl alcohol). The product is Cl.CC(C(=O)OC=1C=C(C(CNC(C)(C)C)O)C=CC1OC(C(CCC)(C)C)=O)(CCC)C (3,4-bis(2,2-dimethylpentanoyloxy)-alpha-(tert-butylaminomethyl)benzyl alcohol hydrochloride), [OH-].[NH4+] (ammonium hydroxide). The yield is 10.0%. RXN SMILES: [ClH:1].[C:2]([NH:6][CH2:7][C:8]([C:10]1[CH:15]=[CH:14][C:13]([O:16][C:17](=[O:24])[C:18]([CH3:23])([CH3:22])[CH2:19][CH2:20][CH3:21])=[C:12]([O:25][C:26](=[O:33])[C:27]([CH3:32])([CH3:31])[CH2:28][CH2:29][CH3:30])[CH:11]=1)=[O:9])([CH3:5])([CH3:4])[CH3:3]>[Pd].C(O)C>[ClH:1].[CH3:32][C:27]([CH3:31])([CH2:28][CH2:29][CH3:30])[C:26]([O:25][C:12]1[CH:11]=[C:10]([CH:15]=[CH:14][C:13]=1[O:16][C:17](=[O:24])[C:18]([CH3:23])([CH3:22])[CH2:19][CH2:20][CH3:21])[CH:8]([OH:9])[CH2:7][NH:6][C:2]([CH3:3])([CH3:4])[CH3:5])=[O:33].[OH-:9].[NH4+:6] |f:0.1,4.5,6.7|. Procedure details: By catalytic hydrogenation of 15 g. of 3,4-bis(2,2-dimethylpentanoyloxy)phenyl tert-butylaminomethyl ketone hydrochloride in 200 ml. of 95 percent ethyl alcohol in the presence of 2 g. of 10 percent palladium-on-charcoal catalyst there was obtained 3,4-bis(2,2-dimethylpentanoyloxy)-alpha-(tert-butylaminomethyl)benzyl alcohol hydrochloride which by treatment with an excess of 10 percent ammonium hydroxide was converted to the free base (11 g.). This base was converted to its methanesulfonic acid ... Yields the product C=CC(=O)OCCCCCCOc1ccc(-c2ccc(C3CCC(CCC=O)CC3)cc2)cc1. Reaction SMILES: [C:1]([CH:2]=[CH2:3])(=[O:4])[O:5][CH2:6][CH2:7][CH2:8][CH2:9][CH2:10][CH2:11][O:12][c:13]1[cH:14][cH:15][c:16](-[c:19]2[cH:20][cH:21][c:22]([CH:25]3[CH2:26][CH2:27][CH:28]([CH2:31][CH2:32][CH:33]4[O:34][CH2:37][CH2:36][O:35]4)[CH2:29][CH2:30]3)[cH:23][cH:24]2)[cH:17][cH:18]1.[CH3:41][c:42]1[cH:43][cH:44][cH:45][cH:46][cH:47]1.[CH:38]([OH:39])=[O:40]>>[C:1]([CH:2]=[CH2:3])(=[O:4])[O:5][CH2:6][CH2:7][CH2:8][CH2:9][CH2:10][CH2:11][O:12][c:13]1[cH:14][cH:15][c:16](-[c:19]2[cH:20][cH:21][c:22]([CH:25]3[CH2:26][CH2:27][CH:28]([CH2:31][CH2:32][CH:33]=[O:34])[CH2:29][CH2:30]3)[cH:23][cH:24]2)[cH:17][cH:18]1. Starting materials: C=CC(=O)OCCCCCCOc1ccc(-c2ccc(C3CCC(CCC4OCCO4)CC3)cc2)cc1, Cc1ccccc1, O=CO.